Dataset: the Open Reaction Database (ORD), a public repository of structured organic reaction records. Task: describe an organic reaction: reactants, conditions, products, and yield The reactants are COc1cc(OCc2ccccc2)cc(OC)c1C=O, CCOC(C)=O, [H-], [Na+], C1CCOC1. Yields the product CCOC(=O)C=Cc1c(OC)cc(OCc2ccccc2)cc1OC. Reaction SMILES: [CH2:3]([c:4]1[cH:5][cH:6][cH:7][cH:8][cH:9]1)[O:10][c:11]1[cH:12][c:13]([O:21][CH3:22])[c:14]([CH:15]=[O:16])[c:17]([O:19][CH3:20])[cH:18]1.[CH3:23][CH2:24][O:25][C:26]([CH3:27])=[O:28].[H-:1].[Na+:2].[O:29]1[CH2:30][CH2:31][CH2:32][CH2:33]1>>[CH2:3]([c:4]1[cH:5][cH:6][cH:7][cH:8][cH:9]1)[O:10][c:11]1[cH:12][c:13]([O:21][CH3:22])[c:14]([CH:15]=[CH:27][C:26]([O:25][CH2:24][CH3:23])=[O:28])[c:17]([O:19][CH3:20])[cH:18]1. The reactants are [N+](=O)([O-])N(C1=CC=CC=C1)[N+](=O)[O-] (dinitroaniline), ClCl (chlorine), Cl (hydrochloric acid), 78, ClCl (chlorine), Cl (hydrochloric acid), [N+](=O)([O-])N(C1=CC=CC=C1)[N+](=O)[O-] (dinitroaniline), ClCl (chlorine), [N+](=O)([O-])C1=C(N)C=CC(=C1)[N+](=O)[O-] (2,4-dinitroaniline), Cl (hydrochloric acid). Run in O (water). Product: 204, ClC1=C(N)C(=CC(=C1)[N+](=O)[O-])[N+](=O)[O-] (2-chloro-4,6-dinitroaniline). The yield is 94.0%. RXN SMILES: [N+:1]([C:4]1[CH:10]=[C:9]([N+:11]([O-:13])=[O:12])[CH:8]=[CH:7][C:5]=1[NH2:6])([O-:3])=[O:2].[ClH:14].[N+](N([N+]([O-])=O)C1C=CC=CC=1)([O-])=O.ClCl>O>[Cl:14][C:7]1[CH:8]=[C:9]([N+:11]([O-:13])=[O:12])[CH:10]=[C:4]([N+:1]([O-:3])=[O:2])[C:5]=1[NH2:6]. Procedure details: 183 parts of 2,4-dinitroaniline are suspended in 220 parts of water and the suspension is ground. 800 parts of 14.2 % hydrochloric acid are charged to a reactor. The hydrochloric acid may originate from a previous batch and, after isolation of the product, is recycled to the reactor. The aqueous suspension of dinitroaniline and a total of 78 parts of chlorine are then added simultaneously to the hydrochloric acid over 240 minutes, with the addition of dinitroaniline being made over 240 minutes, ... Reactants: COC([C@@H](NC(C1=C(C=C(C=C1)C=O)C1=C(C=CC=C1)C)=O)CCSC)=O (N-[4-formyl-2-(2-methylphenyl)benzoyl]methionine methyl ester), NCCN1CCCCC1 (1-(2-aminoethyl)piperidine). Yields the product COC([C@@H](NC(C1=C(C=C(C=C1)CNCCN1CCCCC1)C1=C(C=CC=C1)C)=O)CCSC)=O (N-[4-(N-(2-piperidin-1-ylethyl)aminomethyl)-2-(2-methylphenyl)benzoyl]methionine methyl ester). As a reaction SMILES: [CH3:1][O:2][C:3](=[O:27])[C@H:4]([CH2:23][CH2:24][S:25][CH3:26])[NH:5][C:6](=[O:22])[C:7]1[CH:12]=[CH:11][C:10]([CH:13]=O)=[CH:9][C:8]=1[C:15]1[CH:20]=[CH:19][CH:18]=[CH:17][C:16]=1[CH3:21].[NH2:28][CH2:29][CH2:30][N:31]1[CH2:36][CH2:35][CH2:34][CH2:33][CH2:32]1>>[CH3:1][O:2][C:3](=[O:27])[C@H:4]([CH2:23][CH2:24][S:25][CH3:26])[NH:5][C:6](=[O:22])[C:7]1[CH:12]=[CH:11][C:10]([CH2:13][NH:28][CH2:29][CH2:30][N:31]2[CH2:36][CH2:35][CH2:34][CH2:33][CH2:32]2)=[CH:9][C:8]=1[C:15]1[CH:20]=[CH:19][CH:18]=[CH:17][C:16]=1[CH3:21]. Procedure details: The desired compound was prepared using the method described in Example 403H starting with N-[4-formyl-2-(2-methylphenyl)benzoyl]methionine methyl ester, prepared as in Example 403G, and 1-(2-aminoethyl)piperidine. m/e (ESI) 498 (MH+) Product: CS(=O)(=O)N1CCC(=CC1)C1=NC=C(C=C1)OCC1CCNCC1 (4-(1′-Methanesulfonyl-1′,2′,3′,6′-tetrahydro-[2,4′]bipyridinyl-5-yloxymethyl)-piperidine). Reaction SMILES: C(OC([N:8]1[CH2:13][CH2:12][CH:11]([CH2:14][O:15][C:16]2[CH:17]=[CH:18][C:19]([C:22]3[CH2:23][CH2:24][N:25]([S:28]([CH3:31])(=[O:30])=[O:29])[CH2:26][CH:27]=3)=[N:20][CH:21]=2)[CH2:10][CH2:9]1)=O)(C)(C)C.Cl.[OH-].[Na+]>ClCCl>[CH3:31][S:28]([N:25]1[CH2:24][CH:23]=[C:22]([C:19]2[CH:18]=[CH:17][C:16]([O:15][CH2:14][CH:11]3[CH2:12][CH2:13][NH:8][CH2:9][CH2:10]3)=[CH:21][N:20]=2)[CH2:27][CH2:26]1)(=[O:29])=[O:30] |f:2.3|. Conditions: temperature 25 celsius, time 0.5 hour. Reported procedure: To a 3-necked flask with a mechanical stirrer is added 4-(1′-methanesulfonyl-1′,2′,3′,6′-tetrahydro-[2,4′]bipyridinyl-5-yloxymethyl)-piperidine-1-carboxylic acid tert-butyl ester (407 g, 0.90 mol) and 6N aq hydrogen chloride (2000 mL, 12.0 mol) is added dropwise at 25° C. The mixture is stirred mechanically at 25° C. for 0.5 h. 1000 mL of dichloromethane are added at 25° C. and the mixture is stirred for 20˜30 min. Layers are separated and aqueous NaOH (1500 mL, 11.6 mol) is added dropwise to th... Reactants: [OH-].[Na+] (NaOH), C(C)(C)(C)OC(=O)N1CCC(CC1)COC=1C=CC(=NC1)C=1CCN(CC1)S(=O)(=O)C (4-(1′-methanesulfonyl-1′,2′,3′,6′-tetrahydro-[2,4′]bipyridinyl-5-yloxymethyl)-piperidine-1-carboxylic acid tert-butyl ester), Cl (hydrogen chloride), [OH-].[Na+] (NaOH). The solvent is ClCCl (dichloromethane), ClCCl (dichloromethane). Starting materials: CC1=C(C(=CC(=C1)C=O)C)C1=CC=C(C=C1)C(F)(F)F (2,6-Dimethyl-4′-trifluoromethyl-biphenyl-4-carbaldehyde), C(C(C)C)[Mg]Br (isobutyl magnesium bromide). Solvent: C1CCOC1 (THF). Run at time 2 hour. Yields the product CC1=C(C(=CC(=C1)C(CC(C)C)O)C)C1=CC=C(C=C1)C(F)(F)F (1-(2,6-Dimethyl-4′-trifluoromethyl-biphenyl-4-yl)-3-methyl-butan-1-ol). As a reaction SMILES: [CH3:1][C:2]1[CH:7]=[C:6]([CH:8]=[O:9])[CH:5]=[C:4]([CH3:10])[C:3]=1[C:11]1[CH:16]=[CH:15][C:14]([C:17]([F:20])([F:19])[F:18])=[CH:13][CH:12]=1.[CH2:21]([Mg]Br)[CH:22]([CH3:24])[CH3:23]>C1COCC1>[CH3:1][C:2]1[CH:7]=[C:6]([CH:8]([OH:9])[CH2:21][CH:22]([CH3:24])[CH3:23])[CH:5]=[C:4]([CH3:10])[C:3]=1[C:11]1[CH:16]=[CH:15][C:14]([C:17]([F:19])([F:18])[F:20])=[CH:13][CH:12]=1. Procedure: To a solution of 2,6-Dimethyl-4′-trifluoromethyl-biphenyl-4-carbaldehyde (1.0 g, 3.6 mmol) in THF (10 mL) at 0° C. is added isobutyl magnesium bromide (2M, 2.2 mL). After stirring at room temperature for 2 hours, it is quenched with saturated ammonium chloride, extracted with EtOAc. The organic is concentrated to give the titled compound as colorless oil: 0.47 g (39%).